Dataset: the Open Reaction Database (ORD), a public repository of structured organic reaction records. Task: describe an organic reaction: reactants, conditions, products, and yield Reactants: COC1(CCC(CC1)=O)C1=CC=C(C=C1)C (4-methoxy-4-(p-methylphenyl)cyclohexanone), product, Cl.NO (hydroxylamine hydrochloride), [OH-].[K+] (potassium hydroxide). Run in C(C)O (ethanol). The product is COC1(CCC(CC1)=NO)C1=CC=C(C=C1)C (4-methoxy-4-(p-methylphenyl)cyclohexanone oxime). As a reaction SMILES: [CH3:1][O:2][C:3]1([C:10]2[CH:15]=[CH:14][C:13]([CH3:16])=[CH:12][CH:11]=2)[CH2:8][CH2:7][C:6](=O)[CH2:5][CH2:4]1.Cl.[NH2:18][OH:19].[OH-].[K+]>C(O)C>[CH3:1][O:2][C:3]1([C:10]2[CH:15]=[CH:14][C:13]([CH3:16])=[CH:12][CH:11]=2)[CH2:8][CH2:7][C:6](=[N:18][OH:19])[CH2:5][CH2:4]1 |f:1.2,3.4|. Procedure details: A mixture of 3.73 g. (0.17 mole) of 4-methoxy-4-(p-methylphenyl)cyclohexanone (prepared as in Example 28), 3.75 g. of hydroxylamine hydrochloride and 7.5 ml. of aqueous 50% potassium hydroxide solution in 70 ml. of ethanol is heated at reflux for about 4 hours. The solvent is removed under vacuum and the residue dissolved in water and ether. The organic layer is washed with water and brine and evaporated to dryness to give 4.04 g. (99%) of product. A sample recrystallized from aqueous methanol g...